From a dataset of the Open Reaction Database (ORD), a public repository of structured organic reaction records. describe an organic reaction: reactants, conditions, products, and yield Reactants: CC1=C(OS(=O)(=O)C(F)(F)F)C(C)CCC1, CC1(C)OB(c2ccc(C(=O)N3Cc4cccn4Cc4ccccc43)cc2)OC1(C)C. Product: CC1=C(c2ccc(C(=O)N3Cc4cccn4Cc4ccccc43)cc2)C(C)CCC1. As a reaction SMILES: [F:32][C:33]([F:34])([F:35])[S:36]([O:37][C:38]1=[C:39]([CH3:45])[CH2:40][CH2:41][CH2:42][CH:43]1[CH3:44])(=[O:46])=[O:47].[cH:1]1[cH:2][cH:3][n:4]2[c:5]1[CH2:6][N:7]([C:15](=[O:16])[c:17]1[cH:18][cH:19][c:20]([B:23]3[O:24][C:25]([CH3:26])([CH3:27])[C:28]([CH3:29])([CH3:30])[O:31]3)[cH:21][cH:22]1)[c:8]1[c:9]([cH:11][cH:12][cH:13][cH:14]1)[CH2:10]2>>[cH:1]1[cH:2][cH:3][n:4]2[c:5]1[CH2:6][N:7]([C:15](=[O:16])[c:17]1[cH:18][cH:19][c:20]([C:38]3=[C:39]([CH3:45])[CH2:40][CH2:41][CH2:42][CH:43]3[CH3:44])[cH:21][cH:22]1)[c:8]1[c:9]([cH:11][cH:12][cH:13][cH:14]1)[CH2:10]2.